Dataset: the Open Reaction Database (ORD), a public repository of structured organic reaction records. Task: describe an organic reaction: reactants, conditions, products, and yield The reactants are C1CCOC1, CO, NS(=O)(=O)C1CCCCC1, Cl, [Li+], [OH-], O, O. The product is NS(=O)(=O)C(=O)C1CCC1. Reaction SMILES: [CH2:15]1[O:16][CH2:17][CH2:18][CH2:19]1.[CH3:20][OH:21].[CH:1]1([S:7](=[O:8])(=[O:9])[NH2:10])[CH2:2][CH2:3][CH2:4][CH2:5][CH2:6]1.[ClH:14].[Li+:13].[OH-:12].[OH2:11].[OH2:22]>>[C:1]([CH:6]1[CH2:3][CH2:4][CH2:5]1)([S:7](=[O:8])(=[O:9])[NH2:10])=[O:11]. Reactants: CN1CC=2N(C3=C(C1=O)SC=C3)C=NC2C=2OC[C@H](N2)C(=O)OC (methyl (S)-2-(5-methyl-6-oxo-5,6-dihydro-4H-imidazo[1,5-a]thieno[2,3-f][1,4]-diazepin-3-yl)-4,5-dihydro-oxazole-4-carboxylate), [Br-] (bromide), C1=CC=CC=C1C(=O)OOC(C)(C)C (tert-butyl perbenzoate), O (water). Solvent: C1=CC=CC=C1 (benzene). The product is CN1CC=2N(C3=C(C1=O)SC=C3)C=NC2C=2OC=C(N2)C(=O)OC (methyl 2-(5-methyl-6-oxo-5,6-dihydro-4H-imidazo[1,5-a]thieno[2,3-f][1,4]-diazepin-3-yl)-oxazole-4-carboxylate). Yield: 25.1%. As a reaction SMILES: [CH3:1][N:2]1[C:8](=[O:9])[C:7]2[S:10][CH:11]=[CH:12][C:6]=2[N:5]2[CH:13]=[N:14][C:15]([C:16]3[O:17][CH2:18][C@@H:19]([C:21]([O:23][CH3:24])=[O:22])[N:20]=3)=[C:4]2[CH2:3]1.[Br-].C1C(C(OOC(C)(C)C)=O)=CC=CC=1.O>C1C=CC=CC=1>[CH3:1][N:2]1[C:8](=[O:9])[C:7]2[S:10][CH:11]=[CH:12][C:6]=2[N:5]2[CH:13]=[N:14][C:15]([C:16]3[O:17][CH:18]=[C:19]([C:21]([O:23][CH3:24])=[O:22])[N:20]=3)=[C:4]2[CH2:3]1. Procedure details: A solution of 5.92 g (0.0171 mol) of methyl (S)-2-(5-methyl-6-oxo-5,6-dihydro-4H-imidazo[1,5-a]thieno[2,3-f][1,4]-diazepin-3-yl)-4,5-dihydro-oxazole-4-carboxylate in 300 ml of benzene was treated with 2.69 g (0.0188 mol) of copperl bromide and 4.97 ml (0.0256 mol) of tert-butyl perbenzoate according to the method described in Tetr. Letters 1994, 35, 2481. The mixture was boiled at reflux for 1 hr., cooled and treated with 100 ml of water. The mixture was filtered, extracted with benzene and chro... The reactants are CCCCc1ccc(C#Cc2ccc(CN(Cc3ccc(OCC(=O)OC)cc3)C(=O)NCCC)cc2)cc1, C1CCOC1, CO, Cl, [Na+], [OH-]. The product is CCCCc1ccc(C#Cc2ccc(CN(Cc3ccc(OCC(=O)O)cc3)C(=O)NCCC)cc2)cc1. Reaction SMILES: [CH2:1]([CH2:2][CH2:3][CH3:4])[c:5]1[cH:6][cH:7][c:8]([C:11]#[C:12][c:13]2[cH:14][cH:15][c:16]([CH2:17][N:18]([C:19](=[O:20])[NH:21][CH2:22][CH2:23][CH3:24])[CH2:25][c:26]3[cH:27][cH:28][c:29]([O:30][CH2:31][C:32](=[O:33])[O:34][CH3:35])[cH:36][cH:37]3)[cH:38][cH:39]2)[cH:9][cH:10]1.[CH2:45]1[O:46][CH2:47][CH2:48][CH2:49]1.[CH3:43][OH:44].[ClH:42].[Na+:41].[OH-:40]>>[CH2:1]([CH2:2][CH2:3][CH3:4])[c:5]1[cH:6][cH:7][c:8]([C:11]#[C:12][c:13]2[cH:14][cH:15][c:16]([CH2:17][N:18]([C:19](=[O:20])[NH:21][CH2:22][CH2:23][CH3:24])[CH2:25][c:26]3[cH:27][cH:28][c:29]([O:30][CH2:31][C:32](=[O:33])[OH:34])[cH:36][cH:37]3)[cH:38][cH:39]2)[cH:9][cH:10]1. Reactants: O[C@H]1CN(CC1)C(=O)OC(C)(C)C (tert-butyl (3R)-3-hydroxypyrrolidine-1-carboxylate), FC(C1=C(C=CC=C1)O)(F)F (2-(trifluoromethyl)phenol), C1(=CC=CC=C1)P(C1=CC=CC=C1)C1=CC=CC=C1 (triphenylphosphine), CCOC(=O)/N=N/C(=O)OCC (DEAD). The solvent is C1CCOC1 (THF). Conditions: time 2 day. Product: FC(C1=C(O[C@H]2CN(CC2)C(=O)OC(C)(C)C)C=CC=C1)(F)F (tert-butyl (3R)-3-[2-(trifluoromethyl)phenoxy]pyrrolidine-1-carboxylate). As a reaction SMILES: [OH:1][C@@H:2]1[CH2:6][CH2:5][N:4]([C:7]([O:9][C:10]([CH3:13])([CH3:12])[CH3:11])=[O:8])[CH2:3]1.[F:14][C:15]([F:24])([F:23])[C:16]1[CH:21]=[CH:20][CH:19]=[CH:18][C:17]=1O.C1(P(C2C=CC=CC=2)C2C=CC=CC=2)C=CC=CC=1.CCOC(/N=N/C(OCC)=O)=O>C1COCC1>[F:14][C:15]([F:24])([F:23])[C:16]1[CH:21]=[CH:20][CH:19]=[CH:18][C:17]=1[O:1][C@@H:2]1[CH2:6][CH2:5][N:4]([C:7]([O:9][C:10]([CH3:13])([CH3:12])[CH3:11])=[O:8])[CH2:3]1. Reported procedure: To a solution of tert-butyl (3R)-3-hydroxypyrrolidine-1-carboxylate (5 g, 26.7 mmol), 2-(trifluoromethyl)phenol (4.8 h, 29.4 mmol) and triphenylphosphine (8.4 g, 32 mmol) in THF (75 mL) at rt was added DEAD (5.1 mL, 32 mmol) over 5-10 min. The mixture was stirred at rt for 2 days. Solvent was evaporated. The residue was diluted with EtOAc and washed successively with 1 N aqueous NaOH and brine. The EtOAc layer was separated, dried (Na2SO4) and concentrated. Chromatography over silica gel and elu... The reactants are B(Br)(Br)Br (BBr3), Cl (HCl), COC=1C(NC2=C(C(C1)=O)CC(C(C2)Cl)Cl)=O (3-methoxy-7,8-dichloro-6,7,8,9-tetrahydro-1H-1-benzazepine-2,5-dione), C(=O)(O)[O-].[Na+] (NaHCO3). Solvent: C(Cl)Cl (CH2Cl2), C(Cl)Cl (CH2Cl2). Reaction conditions: time 45 minute. Yields the product OC=1C(NC2=C(C(C1)=O)CC(C(C2)Cl)Cl)=O (3-Hydroxy-7,8-dichloro-6,7,8,9-tetrahydro-1H-1-benzazepine-2,5-dione). As a reaction SMILES: C[O:2][C:3]1[C:4](=[O:17])[NH:5][C:6]2[CH2:14][CH:13]([Cl:15])[CH:12]([Cl:16])[CH2:11][C:7]=2[C:8](=[O:10])[CH:9]=1.B(Br)(Br)Br.C([O-])(O)=O.[Na+].Cl>C(Cl)Cl>[OH:2][C:3]1[C:4](=[O:17])[NH:5][C:6]2[CH2:14][CH:13]([Cl:15])[CH:12]([Cl:16])[CH2:11][C:7]=2[C:8](=[O:10])[CH:9]=1 |f:2.3|. Procedure: To a stirred suspension of 3-methoxy-7,8-dichloro-6,7,8,9-tetrahydro-1H-1-benzazepine-2,5-dione (100 mg, 362 μmol) in dry CH2Cl2 (2 mL, distilled from CaH2) under N2 there was added a solution of BBr3 in CH2Cl2 (1.0 mL, 1M, Aldrich) in one portion over 5 seconds at rt. A greenish yellow precipitate immediately formed. The reaction was allowed to stir under N2 at rt for 45 min. The reaction was added to saturated NaHCO3 (15 mL) and the resulting beige suspension was allowed to stir for 15 min. Th... Starting materials: OCC1=CC=C2N1C=CN=C2 (6-hydroxymethylpyrrolo[1,2-a]pyrazine). The reagents and catalysts are [O-2].[O-2].[Mn+4] (manganese(IV) dioxide). Run in O1CCOCC1 (dioxane). Product: C(=O)C1=CC=C2N1C=CN=C2 (6-formylpyrrolo[1,2-a]pyrazine). As a reaction SMILES: [OH:1][CH2:2][C:3]1[N:7]2[CH:8]=[CH:9][N:10]=[CH:11][C:6]2=[CH:5][CH:4]=1>O1CCOCC1.[O-2].[O-2].[Mn+4]>[CH:2]([C:3]1[N:7]2[CH:8]=[CH:9][N:10]=[CH:11][C:6]2=[CH:5][CH:4]=1)=[O:1] |f:2.3.4|. Procedure: 7.28 of 6-hydroxymethylpyrrolo[1,2-a]pyrazine prepared in Preparation Example 18 was dissolved in 400 ml of dioxane; and 10 g of manganese(IV) dioxide was added thereto. The reaction mixture was refluxed for 30 minutes and then cooled to room temperature. The resulting solution was filtered; and the filtrate was concentrated under a reduced pressure to yield 5.3 g of title compound. Reactants: C(C1=CC=CC=C1)OC=1C(N(C=CC1)C)=O (3-(benzyloxy)-1-methyl-1H-pyridin-2-one), [H][H] (hydrogen). Reagents/catalysts: [Pd] (palladium on carbon). The solvent is CO (methanol). The product is OC=1C(N(C=CC1)C)=O (3-hydroxy-1-methyl-1H-pyridin-2-one). Reaction SMILES: C([O:8][C:9]1[C:10](=[O:16])[N:11]([CH3:15])[CH:12]=[CH:13][CH:14]=1)C1C=CC=CC=1.[H][H]>[Pd].CO>[OH:8][C:9]1[C:10](=[O:16])[N:11]([CH3:15])[CH:12]=[CH:13][CH:14]=1. Procedure details: A mixture of 3-(benzyloxy)-1-methyl-1H-pyridin-2-one (23 g, 106.85 mmol) and 10% palladium on carbon (2.3 g) in methanol (250 mL) was stirred under 1 atmosphere of hydrogen for 5 hr at room temperature. The catalyst was removed by filtration. The filtrate was concentrated in vacuo to give the title compound (12 g (90%) as a purple solid: 1H NMR (400 MHz, DMSO) delta 8.96 (s, 1H), 7.15-7.13 (m, 1H), 6.70-6.68 (m, 1H), 6.07 (t, J=7.0 Hz, 1H), 3.47 (s, 3H). The reactants are COCCOC (1,2-dimethoxyethane), CC(C)([O-])C.[Na+] (Sodium t-butoxide), C1(CCC1)O (cyclobutanol), FC1=NC(=C2N=CN(C2=N1)C1OCCCC1)N (2-Fluoro-9-(tetrahydro-2H-pyran-2-yl)-9H-purin-6-amine). Run in ClCCl (dichloromethane). Conditions: temperature 50 celsius, time 90 minute. Yields the product C1(CCC1)OC1=NC(=C2N=CN(C2=N1)C1OCCCC1)N (2-(Cyclobutyloxy)-9-(tetrahydro-2H-pyran-2-yl)-9H-purin-6-amine). RXN SMILES: CC(C)([O-])C.[Na+].[CH:7]1([OH:11])[CH2:10][CH2:9][CH2:8]1.F[C:13]1[N:21]=[C:20]2[C:16]([N:17]=[CH:18][N:19]2[CH:22]2[CH2:27][CH2:26][CH2:25][CH2:24][O:23]2)=[C:15]([NH2:28])[N:14]=1.COCCOC>ClCCl>[CH:7]1([O:11][C:13]2[N:21]=[C:20]3[C:16]([N:17]=[CH:18][N:19]3[CH:22]3[CH2:27][CH2:26][CH2:25][CH2:24][O:23]3)=[C:15]([NH2:28])[N:14]=2)[CH2:10][CH2:9][CH2:8]1 |f:0.1|. Procedure details: Sodium t-butoxide (3.31 g, 34.2 mmol) was added portionwise to cyclobutanol (10 ml) at room temperature. The mixture became very thick and was heated to 50° C. 2-Fluoro-9-(tetrahydro-2H-pyran-2-yl)-9H-purin-6-amine (2 g, 8.43 mmol) was added followed by 1,2-dimethoxyethane (3 ml) and the mixture stirred at 50° C. for 90 mins. and then cooled and partitioned between ethyl acetate (50 ml) and water (50 ml). A precipitate that failed to dissolve in either phase was removed by filtration. The organi...